Dataset: the Open Reaction Database (ORD), a public repository of structured organic reaction records. Task: describe an organic reaction: reactants, conditions, products, and yield The reactants are BrC1=CC(=C(C=C1)C1C2=C(NC(CC1)=O)N(N=C2C2=NC=CC=C2)CC)C (4-(4-bromo-2-methylphenyl)-1-ethyl-3-(pyridin-2-yl)-4,5,6,8-tetrahydropyrazolo[3,4-b]azepin-7(1H)-one), O1CCCC1.B (borane tetrahydrofuran). Run in C1CCOC1 (THF). Reaction conditions: time 2 hour. Product: BrC1=CC(=C(C=C1)C1C2=C(NCCC1)N(N=C2C2=NC=CC=C2)CC)C (4-(4-bromo-2-methylphenyl)-1-ethyl-3-(pyridin-2-yl)-1,4,5,6,7,8-hexahydropyrazolo[3,4-b]azepine). Isolated yield 66.4%. As a reaction SMILES: [Br:1][C:2]1[CH:7]=[CH:6][C:5]([CH:8]2[CH2:14][CH2:13][C:12](=O)[NH:11][C:10]3[N:16]([CH2:25][CH3:26])[N:17]=[C:18]([C:19]4[CH:24]=[CH:23][CH:22]=[CH:21][N:20]=4)[C:9]2=3)=[C:4]([CH3:27])[CH:3]=1.O1CCCC1.B>C1COCC1>[Br:1][C:2]1[CH:7]=[CH:6][C:5]([CH:8]2[CH2:14][CH2:13][CH2:12][NH:11][C:10]3[N:16]([CH2:25][CH3:26])[N:17]=[C:18]([C:19]4[CH:24]=[CH:23][CH:22]=[CH:21][N:20]=4)[C:9]2=3)=[C:4]([CH3:27])[CH:3]=1 |f:1.2|. Reported procedure: To a solution of 4-(4-bromo-2-methylphenyl)-1-ethyl-3-(pyridin-2-yl)-4,5,6,8-tetrahydropyrazolo[3,4-b]azepin-7(1H)-one (0.045 g, 0.11 mmol, Example #AA.1) in THF (2 mL) was added borane tetrahydrofuran complex (1M in THF, 0.74 mL, 0.74 mmol) and the reaction was stirred at rt for about 2 h. The reaction was cooled to 0° C. and carefully quenched with 5M HCl (1 mL) and then stirred about 30 min at rt. The organic solvents were removed in vacuo and the aqueous layer was neutralized with solid Na2C...